From a dataset of the Open Reaction Database (ORD), a public repository of structured organic reaction records. describe an organic reaction: reactants, conditions, products, and yield Reactants: C(C1=CC=CC=C1)N1C=C(C2=CC=C(C=C12)C=1C2=C(N=CN1)N(C(=C2)C2=CCN(CC2)C(=O)OC(C)(C)C)S(=O)(=O)C2=CC=CC=C2)C#N (tert-butyl 4-(4-(1-benzyl-3-cyano-1H-indol-6-yl)-7-(phenylsulfonyl)-7H-pyrrolo[2,3-d]pyrimidin-6-yl)-5,6-dihydropyridine-1(2H)-carboxylate), [OH-].[Na+] (sodium hydroxide). The solvent is O1CCCC1 (tetrahydrofuran), CO (methanol), O (water). Reaction conditions: temperature 50 celsius, time 8 hour. Product: C(C1=CC=CC=C1)N1C=C(C2=CC=C(C=C12)C=1C2=C(N=CN1)NC(=C2)C2=CCN(CC2)C(=O)OC(C)(C)C)C#N (tert-butyl 4-(4-(1-benzyl-3-cyano-1H-indol-6-yl)-7H-pyrrolo[2,3-d]pyrimidin-6-yl)-5,6-dihydropyridine-1 (2H)-carboxylate). Reaction SMILES: [CH2:1]([N:8]1[C:16]2[C:11](=[CH:12][CH:13]=[C:14]([C:17]3[C:18]4[CH:25]=[C:24]([C:26]5[CH2:31][CH2:30][N:29]([C:32]([O:34][C:35]([CH3:38])([CH3:37])[CH3:36])=[O:33])[CH2:28][CH:27]=5)[N:23](S(C5C=CC=CC=5)(=O)=O)[C:19]=4[N:20]=[CH:21][N:22]=3)[CH:15]=2)[C:10]([C:48]#[N:49])=[CH:9]1)[C:2]1[CH:7]=[CH:6][CH:5]=[CH:4][CH:3]=1.[OH-].[Na+]>O1CCCC1.CO.O>[CH2:1]([N:8]1[C:16]2[C:11](=[CH:12][CH:13]=[C:14]([C:17]3[C:18]4[CH:25]=[C:24]([C:26]5[CH2:31][CH2:30][N:29]([C:32]([O:34][C:35]([CH3:36])([CH3:38])[CH3:37])=[O:33])[CH2:28][CH:27]=5)[NH:23][C:19]=4[N:20]=[CH:21][N:22]=3)[CH:15]=2)[C:10]([C:48]#[N:49])=[CH:9]1)[C:2]1[CH:7]=[CH:6][CH:5]=[CH:4][CH:3]=1 |f:1.2|. Procedure details: To a solution of Example 22C (500 mg, 0.75 mmol) in tetrahydrofuran (5 mL) and methanol (3 mL) was added 1M sodium hydroxide (2.24 mL, 2.24 mmol) and the mixture was stirred at 50° C. overnight. The mixture was diluted with water, extracted with dichloromethane, dried over sodium sulfate, filtered, and concentrated to provide the title compound. LCMS: 531.2 (M+H)+. Reactants: SC=1NC2=C(N1)C=CC(=C2)Cl (2-mercapto-5-chlorobenzimidazole), Cl.ClCC1=C(N)C=CC=C1 (2-(chloromethyl)aniline hydrochloride). Yields the product ClC1=CC2=C(NC(=N2)SCC2=C(C=CC=C2)N)C=C1 (2-[[(5-Chloro-1H-benzimidazol-2-yl)thio]-methyl)benzenamine). The yield is 63.0%. Reaction SMILES: [SH:1][C:2]1[NH:3][C:4]2[CH:10]=[C:9]([Cl:11])[CH:8]=[CH:7][C:5]=2[N:6]=1.Cl.Cl[CH2:14][C:15]1[CH:21]=[CH:20][CH:19]=[CH:18][C:16]=1[NH2:17]>>[Cl:11][C:9]1[CH:8]=[CH:7][C:5]2[NH:6][C:2]([S:1][CH2:14][C:15]3[CH:21]=[CH:20][CH:19]=[CH:18][C:16]=3[NH2:17])=[N:3][C:4]=2[CH:10]=1 |f:1.2|. Procedure: The title compound was prepared by the method of Example 1 using 2.50 g of 2-mercapto-5-chlorobenzimidazole instead of 2-mercaptobenzimidazole and 2.42 g of 2-(chloromethyl)aniline hydrochloride instead of 2-(chloromethyl)-N,N-dimethylaniline. The basic extraction used 5% sodium hydroxide instead of sodium carbonate. Washing the solid residue from the dichloromethane extract with additional dichloromethane gave 2.47 g of the title compound. Analysis. Calc'd. for C14H12N3ClS: C, 58.03; H, 4.17; N... Starting materials: O1C(CCCC1)CC([C@H]1C(C[C@H]2[C@@H]3CCC4=CC(C=C[C@]4(C)[C@H]3[C@H](C[C@]12C)O)=O)C(C(=O)O)C(=O)O)=O (21-tetrahydropyranyl-16-dicarboxymethyl-11β-hydroxy-3,20-dioxo-1,4-pregnadiene), C(C)(=O)OC(C)=O (acetic anhydride). Product: O[C@@H]1[C@@H]2[C@]3(C=CC(C=C3CC[C@H]2[C@@H]2CC([C@H](C(CO)=O)[C@]2(C1)C)C(C(=O)O)C(=O)O)=O)C (11β,21-dihydroxy-16-dicarboxymethyl-3,20-dioxo-1,4-pregnadiene). RXN SMILES: O1CCCCC1C[C:8](=[O:37])[C@@H:9]1[C@:26]2([CH3:27])[C@H:12]([C@H:13]3[C@H:23]([C@@H:24]([OH:28])[CH2:25]2)[C@:21]2([CH3:22])[C:16](=[CH:17][C:18](=[O:29])[CH:19]=[CH:20]2)[CH2:15][CH2:14]3)[CH2:11][CH:10]1[CH:30]([C:34]([OH:36])=[O:35])[C:31]([OH:33])=[O:32].[C:38](OC(=O)C)(=[O:40])C>>[OH:28][C@H:24]1[CH2:25][C@@:26]2([CH3:27])[C@@H:12]([CH2:11][CH:10]([CH:30]([C:34]([OH:36])=[O:35])[C:31]([OH:33])=[O:32])[C@@H:9]2[C:8](=[O:37])[CH2:38][OH:40])[C@H:13]2[C@H:23]1[C@:21]1([CH3:22])[C:16]([CH2:15][CH2:14]2)=[CH:17][C:18](=[O:29])[CH:19]=[CH:20]1. Procedure: The process of claim 12 which additionally comprises reacting (IX) with acetic anhydride to produce (X) 21-acetoxy-16α-methoxycarbonyl-11β-hydroxy-3,20-dioxo-1,4-pregnadiene. As a reaction SMILES: [Br:1][c:2]1[cH:3][cH:4][c:5]([N:7]2[C:8](=[O:19])[O:9][C:10]3([CH2:11][N:12]4[CH2:13][CH2:14][CH:15]3[CH2:16][CH2:17]4)[CH2:18]2)[o:6]1.[CH2:20]([Sn:21]([CH2:22][CH2:23][CH2:24][CH3:30])([c:25]1[n:26][cH:27][s:28][cH:29]1)[CH2:31][CH2:32][CH2:33][CH3:34])[CH2:35][CH2:36][CH3:37]>>[c:2]1(-[c:25]2[n:26][cH:27][s:28][cH:29]2)[cH:3][cH:4][c:5]([N:7]2[C:8](=[O:19])[O:9][C:10]3([CH2:11][N:12]4[CH2:13][CH2:14][CH:15]3[CH2:16][CH2:17]4)[CH2:18]2)[o:6]1. Starting materials: O=C1OC2(CN3CCC2CC3)CN1c1ccc(Br)o1, CCCC[Sn](CCCC)(CCCC)c1cscn1. Yields the product O=C1OC2(CN3CCC2CC3)CN1c1ccc(-c2cscn2)o1. Reactants: COC(=O)C1SCCN1C(C(CSC(C)=O)C)=O (3-(3-Acetylthio-2-methylpropanoyl)-2-thiazolidinecarboxylic acid methyl ester), [OH-].[Na+] (sodium hydroxide). The solvent is CO (methanol). Yields the product SCC(C(=O)N1C(SCC1)C(=O)O)C (3-(3-mercapto-2-methylpropanoyl)-2-thiazolidinecarboxylic acid). Reaction SMILES: C[O:2][C:3]([CH:5]1[N:9]([C:10](=[O:18])[CH:11]([CH3:17])[CH2:12][S:13]C(=O)C)[CH2:8][CH2:7][S:6]1)=[O:4].[OH-].[Na+]>CO>[SH:13][CH2:12][CH:11]([CH3:17])[C:10]([N:9]1[CH2:8][CH2:7][S:6][CH:5]1[C:3]([OH:4])=[O:2])=[O:18] |f:1.2|. Procedure: 3-(3-Acetylthio-2-methylpropanoyl)-2-thiazolidinecarboxylic acid methyl ester (2.9 g.) is dissolved in methanol (30 ml.) and N sodium hydroxide (30 ml.) is added. The reaction mixture is stirred at rooom temperature, aliquots are withdrawn every hour and checked by paper electrophoresis for the hydrolysis of the methyl ester. When this hydrolysis is completed (ca. three hours), the reaction mixture is neutralized, concentrated in vacuo to eliminate methanol, acidified with concentrated hydrochlo... Starting materials: FC=1C=C(C=CC1CC(=O)OC(C)(C)C)OC(=O)C=1C=C2C(CC(OC2=C(C1)C#C)(C)C)(C)C (8-ethynyl-2,2,4,4-tetramethyl chroman-6-carboxylic acid-3-fluoro-4-tert-butoxycarbonylmethyl-phenyl ester), FC=1C=C(C=CC1CC(=O)OC(C)(C)C)OC(=O)C=1C=C2C(CC(OC2=C(C1)C#C)(C)C)(C)C (8-ethynyl-2,2,4,4-tetramethyl chroman-6-carboxylic acid-3-fluoro-4-tert-butoxycarbonylmethyl-phenyl ester), O1CCOCC1 (1,4-dioxane). The solvent is C(=O)O (formic acid). Yields the product C(=O)(O)CC1=C(C=C(C=C1)OC(=O)C=1C=C2C(CC(OC2=C(C1)C#C)(C)C)(C)C)F (8-Ethynyl-2,2,4,4-tetramethyl-chroman-6-carboxylic acid-4-carboxymethyl-3-fluoro-phenyl ester). RXN SMILES: [F:1][C:2]1[CH:3]=[C:4]([O:16][C:17]([C:19]2[CH:20]=[C:21]3[C:26](=[C:27]([C:29]#[CH:30])[CH:28]=2)[O:25][C:24]([CH3:32])([CH3:31])[CH2:23][C:22]3([CH3:34])[CH3:33])=[O:18])[CH:5]=[CH:6][C:7]=1[CH2:8][C:9]([O:11]C(C)(C)C)=[O:10].O1CCOCC1>C(O)=O>[C:9]([CH2:8][C:7]1[CH:6]=[CH:5][C:4]([O:16][C:17]([C:19]2[CH:20]=[C:21]3[C:26](=[C:27]([C:29]#[CH:30])[CH:28]=2)[O:25][C:24]([CH3:31])([CH3:32])[CH2:23][C:22]3([CH3:34])[CH3:33])=[O:18])=[CH:3][C:2]=1[F:1])([OH:11])=[O:10]. Procedure details: Following General Procedure E and using 8-ethynyl-2,2,4,4-tetramethyl chroman-6-carboxylic acid-3-fluoro-4-tert-butoxycarbonylmethyl-phenyl ester (Compound 28, 0.085 g, 0.21 mmol), 1,4-dioxane (2 mL) and formic acid (8 mL) followed by recrystallization from 10-20% ethyl acetate in hexane, the title compound was obtained (0.055 g, 75%). Reactants: CC=1C(=C2C(=C(C1O)C)CC[C@](O2)(C)C(=O)O)C ((R)-Trolox), COC([C@@H](N)CC(C)C)=O (L-Leucine methyl ester), methyl ester, N[C@@H](CC1=CC=CC=C1)C(=O)O (L-phenylalanine). Yields the product O1C(OCC1)[C@H](CC1=CC=CC=C1)NC(=O)[C@@]1(OC2=C(C(=C(C(=C2CC1)C)O)C)C)C ((2R)-N-[(1S)-1-(1,3-dioxolan-2-yl)-2-phenylethyl]-6-hydroxy-2,5,7,8-tetramethyl-3,4-dihydro-2H-chromene-2-carboxamide). Reaction SMILES: [CH3:1][C:2]1[C:3]([CH3:18])=[C:4]2[O:13][C@:12]([C:15]([OH:17])=O)([CH3:14])[CH2:11][CH2:10][C:5]2=[C:6]([CH3:9])[C:7]=1[OH:8].[NH2:19][C@H:20]([C:28]([OH:30])=[O:29])[CH2:21][C:22]1[CH:27]=[CH:26][CH:25]=[CH:24][CH:23]=1.CO[C:33](=O)[C@H:34](CC(C)C)N>>[O:29]1[CH2:34][CH2:33][O:30][CH:28]1[C@@H:20]([NH:19][C:15]([C@@:12]1([CH3:14])[CH2:11][CH2:10][C:5]2[C:4](=[C:3]([CH3:18])[C:2]([CH3:1])=[C:7]([OH:8])[C:6]=2[CH3:9])[O:13]1)=[O:17])[CH2:21][C:22]1[CH:27]=[CH:26][CH:25]=[CH:24][CH:23]=1. Procedure: The experimental protocol used is the same as that described for Example 14, with (R)-Trolox being used instead of intermediate 12.1 and the methyl ester of L-phenylalanine replacing the L-Leucine methyl ester. Yellow oil. LC-MS: MH+=426.2.